Dataset: the Open Reaction Database (ORD), a public repository of structured organic reaction records. Task: describe an organic reaction: reactants, conditions, products, and yield Starting materials: [H-].[Na+] (sodium hydride), ClCC(C)=O (chloroacetone), ice water, C1(C=2C(C(N1)=O)=CC=CC2)=O (Phthalimide). The solvent is O1CCCC1 (tetrahydrofuran), O1CCCC1 (tetrahydrofuran), O1CCCC1 (tetrahydrofuran). Reaction conditions: temperature 40 celsius, time 15 hour. The product is O=C(CN1C(C2=CC=CC=C2C1=O)=O)C (2-(2-Oxopropyl)isoindole-1,3-dione). Yield: 70.0%. Reaction SMILES: [C:1]1(=[O:11])[NH:5][C:4](=[O:6])[C:3]2=[CH:7][CH:8]=[CH:9][CH:10]=[C:2]12.[H-].[Na+].Cl[CH2:15][C:16](=[O:18])[CH3:17]>O1CCCC1>[O:18]=[C:16]([CH3:17])[CH2:15][N:5]1[C:1](=[O:11])[C:2]2[C:3](=[CH:7][CH:8]=[CH:9][CH:10]=2)[C:4]1=[O:6] |f:1.2|. Procedure details: Phthalimide (3 g) was dissolved in dry tetrahydrofuran (70 ml) and added dropwise at room temperature to a suspension of sodium hydride (539 mg) in tetrahydrofuran (15 ml). This was followed by heating at 40° C. for one hour, and then a solution of chloroacetone (1.99 g) dissolved in tetrahydrofuran (15 ml) was added dropwise. The mixture was then kept at the reflux temperature for 15 hours. After cooling, it was added to an ice/water mixture and extracted three times with ethyl acetate. The com... The reactants are IC1=CC=C(C=C1)S(=O)(=O)NC1=NC=CC=C1C (4-iodo-N-(3-methyl-2-pyridinyl)-benzenesulfonamide), C(=C)C=1C=CC(=C(C(=O)OC)C1)O (methyl 5-ethenyl-2-hydroxybenzoate). The product is OC1=C(C(=O)OC)C=C(C=C1)C=CC1=CC=C(C=C1)S(=O)(=O)NC1=NC=CC=C1C (Methyl 2-hydroxy-5-[2-[4-[(3-methyl-2-pyridinylamino)-sulfonyl]phenyl]-ethenyl]benzoate). Yield: 52.0%. RXN SMILES: I[C:2]1[CH:7]=[CH:6][C:5]([S:8]([NH:11][C:12]2[C:17]([CH3:18])=[CH:16][CH:15]=[CH:14][N:13]=2)(=[O:10])=[O:9])=[CH:4][CH:3]=1.[CH:19]([C:21]1[CH:22]=[CH:23][C:24]([OH:31])=[C:25]([CH:30]=1)[C:26]([O:28][CH3:29])=[O:27])=[CH2:20]>>[OH:31][C:24]1[CH:23]=[CH:22][C:21]([CH:19]=[CH:20][C:2]2[CH:7]=[CH:6][C:5]([S:8]([NH:11][C:12]3[C:17]([CH3:18])=[CH:16][CH:15]=[CH:14][N:13]=3)(=[O:10])=[O:9])=[CH:4][CH:3]=2)=[CH:30][C:25]=1[C:26]([O:28][CH3:29])=[O:27]. Procedure details: This compound was prepared analogously to Example 3 from 4-iodo-N-(3-methyl-2-pyridinyl)-benzenesulfonamide, prepared according to Example 2a, and methyl 5-ethenyl-2-hydroxybenzoate prepared according to Example 3a. Yield 52%. Reactants: COCC(C)Oc1cc(Oc2ccc(S(C)(=O)=O)cc2)cc(C(=O)Nc2ccn(C(=O)OC(C)(C)C)n2)c1, ClCCl, O=C(O)C(F)(F)F. Yields the product COCC(C)Oc1cc(Oc2ccc(S(C)(=O)=O)cc2)cc(C(=O)Nc2cc[nH]n2)c1. Reaction SMILES: [CH3:8][O:9][CH2:10][CH:11]([O:12][c:13]1[cH:14][c:15]([C:16](=[O:17])[NH:18][c:19]2[n:20][n:21]([C:24]([O:25][C:26]([CH3:27])([CH3:28])[CH3:29])=[O:30])[cH:22][cH:23]2)[cH:31][c:32]([O:34][c:35]2[cH:36][cH:37][c:38]([S:41](=[O:42])(=[O:43])[CH3:44])[cH:39][cH:40]2)[cH:33]1)[CH3:45].[Cl:46][CH2:47][Cl:48].[F:1][C:2]([F:3])([F:4])[C:5]([OH:6])=[O:7]>>[CH3:8][O:9][CH2:10][CH:11]([O:12][c:13]1[cH:14][c:15]([C:16](=[O:17])[NH:18][c:19]2[n:20][nH:21][cH:22][cH:23]2)[cH:31][c:32]([O:34][c:35]2[cH:36][cH:37][c:38]([S:41](=[O:42])(=[O:43])[CH3:44])[cH:39][cH:40]2)[cH:33]1)[CH3:45]. Reactants: CN(C)C=O, O=C1CCC(=O)N1Cl, Nc1c(O)cccc1C(=O)Nc1ccc(Br)cn1. The product is Nc1c(O)cc(Cl)cc1C(=O)Nc1ccc(Br)cn1. As a reaction SMILES: [CH3:27][N:28]([CH3:29])[CH:30]=[O:31].[Cl:19][N:20]1[C:21](=[O:22])[CH2:23][CH2:24][C:25]1=[O:26].[NH2:1][c:2]1[c:3]([C:4](=[O:5])[NH:6][c:7]2[n:8][cH:9][c:10]([Br:13])[cH:11][cH:12]2)[cH:14][cH:15][cH:16][c:17]1[OH:18]>>[NH2:1][c:2]1[c:3]([C:4](=[O:5])[NH:6][c:7]2[n:8][cH:9][c:10]([Br:13])[cH:11][cH:12]2)[cH:14][c:15]([Cl:19])[cH:16][c:17]1[OH:18]. Starting materials: O=C(O)c1cn(-c2ccnc3ccccc23)c2cc(F)ccc12, CN(C)C=O, O=S(Cl)Cl. The product is O=C(Cl)c1cn(-c2ccnc3ccccc23)c2cc(F)ccc12. RXN SMILES: [C:5](=[O:6])([OH:7])[c:8]1[cH:9][n:10](-[c:18]2[cH:19][cH:20][n:21][c:22]3[cH:23][cH:24][cH:25][cH:26][c:27]23)[c:11]2[cH:12][c:13]([F:17])[cH:14][cH:15][c:16]12.[CH3:28][N:29]([CH3:30])[CH:31]=[O:32].[S:1]([Cl:2])([Cl:3])=[O:4]>>[Cl:3][C:5](=[O:6])[c:8]1[cH:9][n:10](-[c:18]2[cH:19][cH:20][n:21][c:22]3[cH:23][cH:24][cH:25][cH:26][c:27]23)[c:11]2[cH:12][c:13]([F:17])[cH:14][cH:15][c:16]12. The reactants are C1(=CC=CC=C1)C1NCCC1 ((RS)-2-phenyl-pyrrolidine), C1(=CC=CC=C1)S(=O)(=O)Cl (benzenesulfonyl chloride). Yields the product C1(=CC=CC=C1)S(=O)(=O)N1C(CCC1)C1=CC=CC=C1 ((RS)-1-Benzenesulfonyl-2- phenyl-pyrrolidine). Reaction SMILES: [C:1]1([CH:7]2[CH2:11][CH2:10][CH2:9][NH:8]2)[CH:6]=[CH:5][CH:4]=[CH:3][CH:2]=1.[C:12]1([S:18](Cl)(=[O:20])=[O:19])[CH:17]=[CH:16][CH:15]=[CH:14][CH:13]=1>>[C:12]1([S:18]([N:8]2[CH2:9][CH2:10][CH2:11][CH:7]2[C:1]2[CH:6]=[CH:5][CH:4]=[CH:3][CH:2]=2)(=[O:20])=[O:19])[CH:17]=[CH:16][CH:15]=[CH:14][CH:13]=1. Reported procedure: The title compound, light pink solid, m.p. 116° C. and MS: m/e=287 (M+) was prepared in accordance with the general method of example 1e from (RS)-2-phenyl-pyrrolidine and benzenesulfonyl chloride. The reactants are NC1=NC2=CC=C(C(=C2CN1)Cl)Cl (2-amino-5,6-dichloro-3,4-dihydroquinazoline), ClC1=C(C(=C(C=C1)[N+](=O)[O-])Cl)Cl (1,2,3-trichloro-4-nitrobenzene), C(#N)[Cu] (CuCN), ClC1=C(C(=CC=C1)Cl)Cl (1,2,3-trichlorobenzene), sulfuric acids. The product is ClC1=C(C#N)C(=CC=C1Cl)[N+](=O)[O-] (2,3-dichloro-6-nitrobenzonitrile). Reaction SMILES: [NH2:1][C:2]1NCC2C(=CC=C(Cl)C=2Cl)N=1.ClC1C=CC=C(Cl)C=1Cl.[Cl:23][C:24]1[CH:29]=[CH:28][C:27]([N+:30]([O-:32])=[O:31])=[C:26](Cl)[C:25]=1[Cl:34].C([Cu])#N>>[Cl:34][C:25]1[C:24]([Cl:23])=[CH:29][CH:28]=[C:27]([N+:30]([O-:32])=[O:31])[C:26]=1[C:2]#[N:1]. Procedure details: As shown below in the Examples, a preferred process is set forth for making 2-amino-5,6-dichloro-3,4-dihydroquinazoline from commercially available starting materials. In one process 1,2,3-trichlorobenzene is used as the starting material and is nitrated using, for example, nitric/sulfuric acids to form 1,2,3-trichloro-4-nitrobenzene. This compound is then reacted with a cyanating agent such as CuCN to form 2,3-dichloro-6-nitrobenzonitrile. The nitrile is then reacted under reducing conditions u... Starting materials: [OH-].[K+] (potassium hydroxide), ClC=1C(C2=CC=CC=C2C(C1C)=O)=O (2-chloro-3-methyl-1,4-naphthoquinone). Solvent: CO (methanol). Yields the product OC=1C(C2=CC=CC=C2C(C1C)=O)=O (2-hydroxy-3-methyl-1,4-naphthoquinone). Reaction SMILES: [OH-:1].[K+].Cl[C:4]1[C:5](=[O:16])[C:6]2[C:11]([C:12](=[O:15])[C:13]=1[CH3:14])=[CH:10][CH:9]=[CH:8][CH:7]=2>CO>[OH:1][C:4]1[C:5](=[O:16])[C:6]2[C:11]([C:12](=[O:15])[C:13]=1[CH3:14])=[CH:10][CH:9]=[CH:8][CH:7]=2 |f:0.1|. Procedure details: A solution of 10% aqueous potassium hydroxide (150 mL) was added to a solution of 2-chloro-3-methyl-1,4-naphthoquinone (10.3 g) in refluxing methanol (500 mL). After cooling and acidification with concentrated hydrochloric acid, the precipitated product was collected by filtration to give 2-hydroxy-3-methyl-1,4-naphthoquinone, m.p. 173°-174° C. Product: CSc1cc(N)ccc1[N+](=O)[O-]. Reactants: O=C([O-])[O-], CS, CN(C)C=O, Nc1ccc([N+](=O)[O-])c(Cl)c1, [K+], [K+], O. Reaction SMILES: [C:6](=[O:7])([O-:8])[O-:9].[CH3:12][SH:13].[CH3:1][N:2]([CH3:3])[CH:4]=[O:5].[Cl:14][c:15]1[cH:16][c:17]([NH2:18])[cH:19][cH:20][c:21]1[N+:22](=[O:23])[O-:24].[K+:10].[K+:11].[OH2:25]>>[CH3:12][S:13][c:15]1[cH:16][c:17]([NH2:18])[cH:19][cH:20][c:21]1[N+:22](=[O:23])[O-:24]. Reactants: C(C1=CC=CC=C1)(C1=CC=CC=C1)ONC(=O)C1N(CCCCC1COCC1=CC=CC=C1)S(=O)(=O)C1=CC=C(C=C1)OC (3-Benzyloxymethyl-1-(4-methoxy-benzenesulfonyl)-azepane-2-carboxylic acid benzhydryloxy-amide), FC(C(=O)O)(F)F (trifluoroacetic acid), C(C)[SiH](CC)CC (triethyl silane). Run in ClCCl (dichloromethane). Yields the product ONC(=O)C1N(CCCCC1COCC1=CC=CC=C1)S(=O)(=O)C1=CC=C(C=C1)OC (3-Benzyloxymethyl-1-(4-methoxy-benzenesulfonyl)-azepane-2-carboxylic acid hydroxyamide). RXN SMILES: C([O:14][NH:15][C:16]([CH:18]1[CH:24]([CH2:25][O:26][CH2:27][C:28]2[CH:33]=[CH:32][CH:31]=[CH:30][CH:29]=2)[CH2:23][CH2:22][CH2:21][CH2:20][N:19]1[S:34]([C:37]1[CH:42]=[CH:41][C:40]([O:43][CH3:44])=[CH:39][CH:38]=1)(=[O:36])=[O:35])=[O:17])(C1C=CC=CC=1)C1C=CC=CC=1.FC(F)(F)C(O)=O.C([SiH](CC)CC)C>ClCCl>[OH:14][NH:15][C:16]([CH:18]1[CH:24]([CH2:25][O:26][CH2:27][C:28]2[CH:33]=[CH:32][CH:31]=[CH:30][CH:29]=2)[CH2:23][CH2:22][CH2:21][CH2:20][N:19]1[S:34]([C:37]1[CH:42]=[CH:41][C:40]([O:43][CH3:44])=[CH:39][CH:38]=1)(=[O:36])=[O:35])=[O:17]. Procedure: To a solution of 3-Benzyloxymethyl-1-(4-methoxy-benzenesulfonyl)-azepane-2-carboxylic acid benzhydryloxy-amide (10 mg, 0.016 mmoL) in 0.25 mL of dichloromethane at 0° C. was added 0.25 mL of trifluoroacetic acid followed by triethyl silane (3.7 mg, 0.032 mmoL). After 50 minutes the solvent was removed under reduced pressure and the residue was azeotroped twice with toluene. The residue was then purified by column chromatography (silica: 1.5% to 3% methanol in dichloromethane) to yield 3-Benzylox...